Dataset: the Open Reaction Database (ORD), a public repository of structured organic reaction records. Task: describe an organic reaction: reactants, conditions, products, and yield The reactants are Cc1sc(Cc2ccc(Br)cc2)c(C(=O)c2ccc(O)c(C3CCCC3)c2)c1C, Cn1cc(S(=O)(=O)Cl)cn1. Yields the product Cc1sc(Cc2ccc(Br)cc2)c(C(=O)c2ccc(OS(=O)(=O)c3cnn(C)c3)c(C3CCCC3)c2)c1C. Reaction SMILES: [Br:1][c:2]1[cH:3][cH:4][c:5]([CH2:6][c:7]2[s:8][c:9]([CH3:27])[c:10]([CH3:26])[c:11]2[C:12](=[O:13])[c:14]2[cH:15][c:16]([CH:21]3[CH2:22][CH2:23][CH2:24][CH2:25]3)[c:17]([OH:20])[cH:18][cH:19]2)[cH:28][cH:29]1.[CH3:30][n:31]1[n:32][cH:33][c:34]([S:36](=[O:37])(=[O:38])[Cl:39])[cH:35]1>>[Br:1][c:2]1[cH:3][cH:4][c:5]([CH2:6][c:7]2[s:8][c:9]([CH3:27])[c:10]([CH3:26])[c:11]2[C:12](=[O:13])[c:14]2[cH:15][c:16]([CH:21]3[CH2:22][CH2:23][CH2:24][CH2:25]3)[c:17]([O:20][S:36]([c:34]3[cH:33][n:32][n:31]([CH3:30])[cH:35]3)(=[O:37])=[O:38])[cH:18][cH:19]2)[cH:28][cH:29]1.